Task: describe an organic reaction: reactants, conditions, products, and yield. Dataset: the Open Reaction Database (ORD), a public repository of structured organic reaction records Reactants: ClC=1C=CC2=C(C(=CC(O2)(CF)CF)C(=O)OCC)C1 (ethyl 6-chloro-2,2-bis(fluoromethyl)-2H-1-benzopyran-4-carboxylate), [OH-].[K+] (KOH), Ice water, Cl (HCl). Solvent: C(C)O (ethyl alcohol). Run at time 1 hour. The product is ClC=1C=CC2=C(C(=CC(O2)(CF)CF)C(=O)O)C1 (6-chloro-2,2-bis(fluoromethyl)-2H-1-benzopyran-4-carboxylic acid). Yield: 78.7%. As a reaction SMILES: [Cl:1][C:2]1[CH:3]=[CH:4][C:5]2[O:10][C:9]([CH2:13][F:14])([CH2:11][F:12])[CH:8]=[C:7]([C:15]([O:17]CC)=[O:16])[C:6]=2[CH:20]=1.[OH-].[K+].Cl>C(O)C>[Cl:1][C:2]1[CH:3]=[CH:4][C:5]2[O:10][C:9]([CH2:13][F:14])([CH2:11][F:12])[CH:8]=[C:7]([C:15]([OH:17])=[O:16])[C:6]=2[CH:20]=1 |f:1.2|. Reported procedure: A mixture of 0.07 g of ethyl 6-chloro-2,2-bis(fluoromethyl)-2H-1-benzopyran-4-carboxylate, 0.05 g of KOH and 3 ml of ethyl alcohol was stirred at room temperature for 1 hour. Ice water and conc. HCl was added to the reaction mixture and precipitated crystals were collected by filtration to obtain 0.05 g of 6-chloro-2,2-bis(fluoromethyl)-2H-1-benzopyran-4-carboxylic acid with a melting point of 151°-152° C. Starting materials: C(C)(C)(C)C=1N=C(C2=C(N1)N(N=N2)CC2=C(C=CC=C2)Cl)N2CCOCC2 (5-tert-Butyl-3-(2-chloro-benzyl)-7-morpholin-4-yl-3H-[1,2,3]triazolo[4,5-d]pyrimidine), C(C)(C)(C)C=1N=C(C2=C(N1)N(N=N2)CC2=C(C=CC=C2)Cl)Cl (5-tert-butyl-7-chloro-3-(2-chlorobenzyl)-3H-[1,2,3]triazolo[4,5-d]pyrimidine), Cl.COC1CNC1 (3-methoxyazetidine hydrochloride). The product is C(C)(C)(C)C=1N=C(C2=C(N1)N(N=N2)CC2=C(C=CC=C2)Cl)N2CC(C2)OC (5-tert-Butyl-3-(2-chloro-benzyl)-7-(3-methoxy-azetidin-1-yl)-3H-[1,2,3]triazolo[4,5-d]pyrimidine), solid. Isolated yield 60.0%. RXN SMILES: [C:1]([C:5]1[N:6]=[C:7]([N:22]2[CH2:27][CH2:26][O:25][CH2:24][CH2:23]2)[C:8]2[N:13]=[N:12][N:11]([CH2:14][C:15]3[CH:20]=[CH:19][CH:18]=[CH:17][C:16]=3[Cl:21])[C:9]=2[N:10]=1)([CH3:4])([CH3:3])[CH3:2].C(C1N=C(Cl)C2N=NN(CC3C=CC=CC=3Cl)C=2N=1)(C)(C)C.Cl.COC1CNC1>>[C:1]([C:5]1[N:6]=[C:7]([N:22]2[CH2:27][CH:26]([O:25][CH3:24])[CH2:23]2)[C:8]2[N:13]=[N:12][N:11]([CH2:14][C:15]3[CH:20]=[CH:19][CH:18]=[CH:17][C:16]=3[Cl:21])[C:9]=2[N:10]=1)([CH3:2])([CH3:4])[CH3:3] |f:2.3|. Procedure details: In analogy to the procedure described for the synthesis of 5-tert-butyl-3-(2-chloro-benzyl)-7-morpholin-4-yl-3H-[1,2,3]triazolo[4,5-d]pyrimidine (example 1, step c), the title compound was prepared from 5-tert-butyl-7-chloro-3-(2-chlorobenzyl)-3H-[1,2,3]triazolo[4,5-d]pyrimidine and 3-methoxyazetidine hydrochloride and isolated as white solid (11.0 mg, 60%). MS (m/e): 387.4 (MH+).